Dataset: the Open Reaction Database (ORD), a public repository of structured organic reaction records. Task: describe an organic reaction: reactants, conditions, products, and yield The reactants are CCCc1nc2c(C)ccnc2n1Cc1ccc(OCc2ccccc2)cc1, CO. Product: CCCc1nc2c(C)ccnc2n1Cc1ccc(O)cc1. RXN SMILES: [CH2:1]([c:2]1[cH:3][cH:4][cH:5][cH:6][cH:7]1)[O:8][c:9]1[cH:10][cH:11][c:12]([CH2:15][n:16]2[c:17]([CH2:26][CH2:27][CH3:28])[n:18][c:19]3[c:20]2[n:21][cH:22][cH:23][c:24]3[CH3:25])[cH:13][cH:14]1.[CH3:29][OH:30]>>[OH:8][c:9]1[cH:10][cH:11][c:12]([CH2:15][n:16]2[c:17]([CH2:26][CH2:27][CH3:28])[n:18][c:19]3[c:20]2[n:21][cH:22][cH:23][c:24]3[CH3:25])[cH:13][cH:14]1.